From a dataset of the Open Reaction Database (ORD), a public repository of structured organic reaction records. describe an organic reaction: reactants, conditions, products, and yield The reactants are CC(=O)Nc1ccc(Nc2c(N)cc(C(=O)O)cc2S(N)(=O)=O)cc1, ClCc1ccccc1, [Na+], [OH-], O. The product is CC(=O)Nc1ccc(Nc2c(NCc3ccccc3)cc(C(=O)O)cc2S(N)(=O)=O)cc1. RXN SMILES: [C:1]([CH3:2])(=[O:3])[NH:4][c:5]1[cH:6][cH:7][c:8]([NH:11][c:12]2[c:13]([NH2:25])[cH:14][c:15]([C:16](=[O:17])[OH:18])[cH:19][c:20]2[S:21]([NH2:22])(=[O:23])=[O:24])[cH:9][cH:10]1.[Cl:28][CH2:29][c:30]1[cH:31][cH:32][cH:33][cH:34][cH:35]1.[Na+:27].[OH-:26].[OH2:36]>>[C:1]([CH3:2])(=[O:3])[NH:4][c:5]1[cH:6][cH:7][c:8]([NH:11][c:12]2[c:13]([NH:25][CH2:29][c:30]3[cH:31][cH:32][cH:33][cH:34][cH:35]3)[cH:14][c:15]([C:16](=[O:17])[OH:18])[cH:19][c:20]2[S:21]([NH2:22])(=[O:23])=[O:24])[cH:9][cH:10]1. Starting materials: FC1=C(COC=2N=C(N(C(C2)=O)C=2C=C(C(=O)OC)C=CC2C)SC)C=CC(=C1)F (methyl 3-[4-[(2,4-difluorobenzyl)oxy]-2-(methylthio)-6-oxopyrimidin-1(6H)-yl]-4-methylbenzoate), O1CCOCC1 (dioxane), C(CC(O)(C(=O)O)CC(=O)O)(=O)O (citric acid). Solvent: O (water), [OH-].[Na+] (NaOH). Yields the product FC1=C(COC=2N=C(N(C(C2)=O)C=2C=C(C(=O)O)C=CC2C)SC)C=CC(=C1)F (3-[4-[(2,4-difluorobenzyl)oxy]-2-(methylthio)-6-oxopyrimidin-1(6H)-yl]-4-methylbenzoic acid). Isolated yield 100.9%. As a reaction SMILES: [F:1][C:2]1[CH:29]=[C:28]([F:30])[CH:27]=[CH:26][C:3]=1[CH2:4][O:5][C:6]1[N:7]=[C:8]([S:24][CH3:25])[N:9]([C:13]2[CH:14]=[C:15]([CH:20]=[CH:21][C:22]=2[CH3:23])[C:16]([O:18]C)=[O:17])[C:10](=[O:12])[CH:11]=1.O1CCOCC1.C(O)(=O)CC(CC(O)=O)(C(O)=O)O>[OH-].[Na+].O>[F:1][C:2]1[CH:29]=[C:28]([F:30])[CH:27]=[CH:26][C:3]=1[CH2:4][O:5][C:6]1[N:7]=[C:8]([S:24][CH3:25])[N:9]([C:13]2[CH:14]=[C:15]([CH:20]=[CH:21][C:22]=2[CH3:23])[C:16]([OH:18])=[O:17])[C:10](=[O:12])[CH:11]=1 |f:3.4|. Procedure: A mixture of the ester (0.4 g, 0.0009 mol) obtained from step 3, in 2N NaOH (0.9 mL) and dioxane (0.5 mL) was stirred at room temperature for 1.5 h. The resulting clear solution was diluted with water (5.0 mL), acidified with 5% citric acid and extracted with EtOAc (2×20 mL). The combined organic extracts were washed with water (2×15 mL), dried (Na2SO4), and concentrated to afford the title compound (0.38 g) as a white powder: 1H NMR (CD3OD/400 MHz) δ 8.06 (d, 1H, J=8.0 Hz), 7.81 (s, 1H), 7.51 (... The reactants are [H-].[H-].[H-].[H-].[Li+].[Al+3] (LiAlH4), C(C)(C)NC1=CC(=NC=C1C(=O)OCC)N(C)OC (ethyl 4-(isopropylamino)-6-(methoxy(methyl)amino)nicotinate). Solvent: C1CCOC1 (THF). Conditions: time 30 minute. Yields the product C(C)(C)NC1=C(C=NC(=C1)N(C)OC)CO ((4-(isopropylamino)-6-(methoxy(methyl)amino)pyridine-3-yl)methanol). Yield: 107.3%. Reaction SMILES: [H-].[H-].[H-].[H-].[Li+].[Al+3].[CH:7]([NH:10][C:11]1[C:16]([C:17](OCC)=[O:18])=[CH:15][N:14]=[C:13]([N:22]([O:24][CH3:25])[CH3:23])[CH:12]=1)([CH3:9])[CH3:8]>C1COCC1>[CH:7]([NH:10][C:11]1[CH:12]=[C:13]([N:22]([O:24][CH3:25])[CH3:23])[N:14]=[CH:15][C:16]=1[CH2:17][OH:18])([CH3:9])[CH3:8] |f:0.1.2.3.4.5|. Procedure details: LiAlH4 (0.9 g, 24.0 mmol) was added in portions to a solution of ethyl 4-(isopropylamino)-6-(methoxy(methyl)amino)nicotinate (3.2 g, 12.0 mmol) in THF (60 mL) at 0° C. and the resultant reaction mixture was stirred at RT for 30 min. The reaction was quenched by the addition of water (1 mL) and aqueous 2N NaOH (1 mL). The resulting precipitates were removed by filtration and the filtrate was concentrated to afford (4-(isopropylamino)-6-(methoxy(methyl)amino)pyridine-3-yl)methanol (2.9 g, >100% yi... The reactants are S(=O)(=O)(Cl)Cl (sulphuryl chloride), COC1=C(C(=O)O)C(=CC=C1)OC (2,6-dimethoxybenzoic acid), C(Cl)(Cl)Cl (chloroform), C(Cl)(Cl)Cl (chloroform). Yields the product ClC=1C(=C(C(=O)O)C(=C(C1)Cl)OC)OC (3,5-Dichloro-2,6-dimethoxybenzoic acid). Reaction SMILES: S(Cl)([Cl:4])(=O)=O.[CH3:6][O:7][C:8]1C=[CH:15][CH:14]=[C:13]([O:17][CH3:18])[C:9]=1[C:10]([OH:12])=[O:11].[CH:19]([Cl:22])(Cl)Cl>>[Cl:4][C:14]1[C:13]([O:17][CH3:18])=[C:9]([C:8]([O:7][CH3:6])=[C:19]([Cl:22])[CH:15]=1)[C:10]([OH:12])=[O:11]. Procedure: A solution of 20 ml (0.25 mol) of sulphuryl chloride in 50 ml of chloroform is added dropwise to a solution of 15.0 g (0.08 mol) 2,6-dimethoxybenzoic acid in 100 ml of chloroform. The solution is left over night at room temperature and is then refluxed for 0.5 h. The solvent is evaporated and the residue recrystallized twice from light petroleum. Yield: 17.0 g, m.p. 98°-100° C. (first recrystallization). Yield: 12.0 g, m.p. 102°-103° C. (second recrystallization). Reactants: ClC1=C(C=CC(=C1)Cl)C(CN1C=NC=C1)O (1-(2,4-dichloro-phenyl)-2-(1-imidazolyl) ethanol), [H-].[Na+] (sodium hydride), ClCC=1N=CSC1 (4-chloromethylthiazole), ClCC=1N=CSC1 (4-chloromethylthiazole). Solvent: O1CCCC1 (tetrahydrofuran), O (water), O1CCCC1 (tetrahydrofuran). Run at temperature 70 celsius, time 6 hour. The product is Cl.ClC1=C(C(CN2C=NC=C2)OCC=2N=CSC2)C=CC(=C1)Cl (1-[2,4-dichloro-β-(4-thiazolylmethoxy) phenethyl]imidazole hydrochloride). The yield is 92.6%. Reaction SMILES: [Cl:1][C:2]1[CH:7]=[C:6]([Cl:8])[CH:5]=[CH:4][C:3]=1[CH:9]([OH:16])[CH2:10][N:11]1[CH:15]=[CH:14][N:13]=[CH:12]1.[H-].[Na+].Cl[CH2:20][C:21]1[N:22]=[CH:23][S:24][CH:25]=1>O1CCCC1.O>[ClH:1].[Cl:1][C:2]1[CH:7]=[C:6]([Cl:8])[CH:5]=[CH:4][C:3]=1[CH:9]([O:16][CH2:20][C:21]1[N:22]=[CH:23][S:24][CH:25]=1)[CH2:10][N:11]1[CH:15]=[CH:14][N:13]=[CH:12]1 |f:1.2,6.7|. Procedure: A solution of 1-(2,4-dichloro-phenyl)-2-(1-imidazolyl) ethanol (2.4 g, 9.4 mmole) in dry tetrahydrofuran (20 ml) was added to sodium hydride (0.62 g, as an 80% dispersion in oil, 0.02 mole) and warmed at 70° C for 90 minutes. The solution was cooled to 0° C and 4-chloromethylthiazole (1.5 g, 11.2 mmole), dissolved in a little dry tetrahydrofuran, was added. The mixture was stirred at 0° C for 1 hour and at room temperature for 6 hours. Further 4-chloromethylthiazole (0.25 g) was added and the st... Reactants: CCN(C(C)C)C(C)C (DIPEA), COCC(=O)Cl (methoxyacetyl chloride), COCC(=O)Cl (methoxyacetyl chloride), NC1=NC=CC(=C1)COC1=CC=C(C2=CC=CC=C12)NC(=O)NC1=CC(=NN1C1=CC=C(C=C1)C)C(C)(C)C (1-(4-((2-aminopyridin-4-yl)methoxy) naphthalen-1-yl)-3-(3-tert-butyl-1-p-tolyl-1H-pyrazol-5-yl)urea), NC1=NC=CC(=C1)COC1=CC=C(C2=CC=CC=C12)NC(=O)NC1=CC(=NN1C1=CC=C(C=C1)C)C(C)(C)C (1-(4-((2-aminopyridin-4-yl)methoxy) naphthalen-1-yl)-3-(3-tert-butyl-1-p-tolyl-1H-pyrazol-5-yl)urea), CCN(C(C)C)C(C)C (DIPEA), N (NH3). Run in C(Cl)Cl.CN(C)C=O (DCM DMF), CO (MeOH). Run at time 1 hour. The product is C(C)(C)(C)C1=NN(C(=C1)NC(NC1=CC=C(C2=CC=CC=C12)OCC1=CC(=NC=C1)NC(COC)=O)=O)C1=CC=C(C=C1)C (N-(4-((4-(3-(3-tert-butyl-1-p-tolyl-1H-pyrazol-5-yl)ureido) naphthalen-1-yloxy)methyl)pyridin-2-yl)-2-methoxyacetamide). The yield is 50.3%. As a reaction SMILES: [NH2:1][C:2]1[CH:7]=[C:6]([CH2:8][O:9][C:10]2[C:19]3[C:14](=[CH:15][CH:16]=[CH:17][CH:18]=3)[C:13]([NH:20][C:21]([NH:23][C:24]3[N:28]([C:29]4[CH:34]=[CH:33][C:32]([CH3:35])=[CH:31][CH:30]=4)[N:27]=[C:26]([C:36]([CH3:39])([CH3:38])[CH3:37])[CH:25]=3)=[O:22])=[CH:12][CH:11]=2)[CH:5]=[CH:4][N:3]=1.CCN(C(C)C)C(C)C.[CH3:49][O:50][CH2:51][C:52](Cl)=[O:53].N>C(Cl)Cl.CN(C=O)C.CO>[C:36]([C:26]1[CH:25]=[C:24]([NH:23][C:21](=[O:22])[NH:20][C:13]2[C:14]3[C:19](=[CH:18][CH:17]=[CH:16][CH:15]=3)[C:10]([O:9][CH2:8][C:6]3[CH:5]=[CH:4][N:3]=[C:2]([NH:1][C:52](=[O:53])[CH2:51][O:50][CH3:49])[CH:7]=3)=[CH:11][CH:12]=2)[N:28]([C:29]2[CH:30]=[CH:31][C:32]([CH3:35])=[CH:33][CH:34]=2)[N:27]=1)([CH3:39])([CH3:38])[CH3:37] |f:4.5|. Procedure: To a mixture of 1-(4-((2-aminopyridin-4-yl)methoxy)naphthalen-1-yl)-3-(3-tert-butyl-1-p-tolyl-1H-pyrazol-5-yl)urea (Intermediate A) (526 mg, 0.96 mmol) and DIPEA (184 μL, 1.06 mmol) in DCM/DMF (10:1, 11 mL) was added methoxyacetyl chloride (92 μL, 1.01 mmol). After stirring for 1 hr at RT, further DIPEA (184 μL, 1.06 mmol) and methoxyacetyl chloride (92 μL, 1.01 mmol) were added sequentially and stirring was continued for 1 hr. After the addition of a solution of 1% NH3 in MeOH (40 mL), the mixt... Procedure details: In a 500-mL three-neck flask, 6.5 g (26 mmol) of 4-bromodiphenylamine, 7.5 g (26 mmol) of 9-phenyl-9H-carbazol-3-boronic acid, and 400 mg (1.3 mmol) of tri(o-tolyl)phosphine were added, and the atmosphere in the flask was substituted by nitrogen. Then, 100 mL of toluene, 50 mL of ethanol, and 14 mL of aqueous solution of potassium carbonate (2.0 mol/L) were added to this mixture. The mixture was degassed while stirring under reduced pressure, which is followed by the addition of 67 mg (0.3 mmol)... Reaction conditions: temperature 100 celsius. Reaction SMILES: [CH:1]1[CH:6]=[CH:5][C:4]([NH:7][C:8]2[CH:13]=[CH:12][C:11](Br)=[CH:10][CH:9]=2)=[CH:3][CH:2]=1.[C:15]1([N:21]2[C:33]3[CH:32]=[CH:31][C:30](B(O)O)=[CH:29][C:28]=3[C:27]3[C:22]2=[CH:23][CH:24]=[CH:25][CH:26]=3)[CH:20]=[CH:19][CH:18]=[CH:17][CH:16]=1.C1(C)C=CC=CC=1P(C1C=CC=CC=1C)C1C=CC=CC=1C.C(=O)([O-])[O-].[K+].[K+].C(O)C1C(Cl)=C(Cl)C(Cl)=C(Cl)C=1Cl>C([O-])(=O)C.[Pd+2].C([O-])(=O)C.C(O)C.C1(C)C=CC=CC=1>[CH:1]1[CH:6]=[CH:5][C:4]([NH:7][C:8]2[CH:13]=[CH:12][C:11]([C:30]3[CH:31]=[CH:32][C:33]4[N:21]([C:15]5[CH:20]=[CH:19][CH:18]=[CH:17][CH:16]=5)[C:22]5[C:27]([C:28]=4[CH:29]=3)=[CH:26][CH:25]=[CH:24][CH:23]=5)=[CH:10][CH:9]=2)=[CH:3][CH:2]=1 |f:3.4.5,7.8.9|. Run in C(C)O (ethanol), C1(=CC=CC=C1)C (toluene). Reactants: C1=CC=C(C=C1)NC2=CC=C(C=C2)Br (4-bromodiphenylamine), C1(=CC=CC=C1)N1C2=CC=CC=C2C=2C=C(C=CC12)B(O)O (9-phenyl-9H-carbazol-3-boronic acid), C1(=C(C=CC=C1)P(C1=C(C=CC=C1)C)C1=C(C=CC=C1)C)C (tri(o-tolyl)phosphine), aqueous solution, C([O-])([O-])=O.[K+].[K+] (potassium carbonate), C(C1=C(C(=C(C(=C1Cl)Cl)Cl)Cl)Cl)O (PCBA). Yields the product C1=CC=C(C=C1)NC2=CC=C(C=C2)C3=CC4=C(C=C3)N(C5=CC=CC=C54)C6=CC=CC=C6 (4-(9-phenyl-9H-carbazol-3-yl)diphenylamine). The reagents and catalysts are C(C)(=O)[O-].[Pd+2].C(C)(=O)[O-] (palladium(II) acetate).